From a dataset of the Open Reaction Database (ORD), a public repository of structured organic reaction records. describe an organic reaction: reactants, conditions, products, and yield Reactants: C(C)(C)[N-]C(C)C.[Li+] (lithium diisopropylamide), C(C1=CC=CC=C1)N1C(CC(C1)CO[Si](C)(C)C(C)(C)C)=O (1-benzyl-4-(t-butyldimethylsilyloxymethyl)-2-oxopyrrolidine), ice water, [Cl-].[Na+] (sodium chloride), C(C)=O (acetaldehyde). Run in O1CCCC1 (tetrahydrofuran), O1CCCC1 (tetrahydrofuran). Run at temperature -78 celsius, time 30 minute. Product: C(C1=CC=CC=C1)N1C(C(C(C1)CO[Si](C)(C)C(C)(C)C)C(C)O)=O (1-benzyl-3-(1-hydroxyethyl)-4-(t-butyldimethylsilyloxymethyl)-2-oxopyrrolidine). RXN SMILES: C([N-]C(C)C)(C)C.[Li+].[CH2:9]([N:16]1[CH2:20][CH:19]([CH2:21][O:22][Si:23]([C:26]([CH3:29])([CH3:28])[CH3:27])([CH3:25])[CH3:24])[CH2:18][C:17]1=[O:30])[C:10]1[CH:15]=[CH:14][CH:13]=[CH:12][CH:11]=1.[CH:31](=[O:33])[CH3:32].[Cl-].[Na+]>O1CCCC1>[CH2:9]([N:16]1[CH2:20][CH:19]([CH2:21][O:22][Si:23]([C:26]([CH3:27])([CH3:29])[CH3:28])([CH3:25])[CH3:24])[CH:18]([CH:31]([OH:33])[CH3:32])[C:17]1=[O:30])[C:10]1[CH:15]=[CH:14][CH:13]=[CH:12][CH:11]=1 |f:0.1,4.5|. Reported procedure: To a solution of lithium diisopropylamide (4.7×10-3 mole) in tetrahydrofuran was added a solution of 1-benzyl-4-(t-butyldimethylsilyloxymethyl)-2-oxopyrrolidine (1.0 g) in tetrahydrofuran (20 ml) at -78° C. under nitrogen. The mixture was stirred for 30 minutes at -78° C., and acetaldehyde (5 ml) was added to the reaction mixture. After stirring for 30 minutes at -78° C., the solution was poured into ice water, and sodium chloride was added to saturate the aqueous phase. The organic phase was se... Reactants: N1C=NC=C1 (imidazole), BrCC(CBr)O (1,3-dibromopropan-2-ol), C(C)(C)(C)[Si](Cl)(C)C (tert-butyldimethylchlorosilane). Solvent: C(Cl)Cl (DCM), C(Cl)Cl (DCM). Run at time 18 hour. Product: BrCC(O[Si](C)(C)C(C)(C)C)CBr ((2-Bromo-1-bromomethylethoxy)-tert-butyldimethylsilane). RXN SMILES: [Br:1][CH2:2][CH:3]([OH:6])[CH2:4][Br:5].N1C=CN=C1.[C:12]([Si:16]([CH3:19])([CH3:18])Cl)([CH3:15])([CH3:14])[CH3:13]>C(Cl)Cl>[Br:1][CH2:2][CH:3]([CH2:4][Br:5])[O:6][Si:16]([C:12]([CH3:15])([CH3:14])[CH3:13])([CH3:19])[CH3:18]. Procedure details: 26.7 g (122.4 mmol) of 1,3-dibromopropan-2-ol are dissolved in 150 ml of DCM, and 18.35 g (269.59 mmol) of imidazole are added. 18.47 g (122.54 mmol) of tert-butyldimethylchlorosilane in 150 ml of DCM are subsequently added dropwise. The mixture is left to stir at RT for 18 h, subjected to conventional work-up, giving, as crude product, 39.1 g (Y=95.9%) of step 1 as colourless oil, which is employed directly in step 2. The reactants are [N+](=O)([O-])C(C1=CC=CC=C1)=O (α-Nitrobenzaldehyde), C1(=CC=CC=C1)O (phenol), C(C)(=O)O (acetic acid). Conditions: temperature 0 celsius, time 2 hour. Yields the product N=1OC=C2C=CC=CC12 (anthranil). Yield: 66.0%. RXN SMILES: [N+:1]([C:4](=O)[C:5]1C=C[CH:8]=[CH:7][CH:6]=1)([O-])=O.C1(O)C=CC=CC=1.[C:19]([OH:22])(=O)[CH3:20]>>[N:1]1[O:22][CH:19]=[C:20]2[C:4]=1[CH:5]=[CH:6][CH:7]=[CH:8]2. Procedure details: α-Nitrobenzaldehyde (15.1 g, 0.100 mol) and phenol 9.46 (0.100 mol) were dissolved in 120 mL of glacial acetic acid in a three-necked round bottom flask. The flask was flushed with N2 (g), and the solution was cooled to 0° C. HCl (g) was bubbled through the solution and then through a sodium hydroxide solution to neutralize the acid. The reaction flask was fitted with a rubber stopper and the solution was allowed to warm to ambient temperature and then stirred for 2 h. HCl (g) was removed by bub... Reactants: ClCCl, O=C=NS(=O)(=O)c1ccccc1Cl, COc1cc(C)nc(N)n1. As a reaction SMILES: [CH2:24]([Cl:25])[Cl:26].[Cl:11][c:12]1[c:13]([S:18](=[O:19])(=[O:20])[N:21]=[C:22]=[O:23])[cH:14][cH:15][cH:16][cH:17]1.[NH2:1][c:2]1[n:3][c:4]([CH3:10])[cH:5][c:6]([O:8][CH3:9])[n:7]1>>[NH:1]([c:2]1[n:3][c:4]([CH3:10])[cH:5][c:6]([O:8][CH3:9])[n:7]1)[C:22]([NH:21][S:18]([c:13]1[c:12]([Cl:11])[cH:17][cH:16][cH:15][cH:14]1)(=[O:19])=[O:20])=[O:23]. Product: COc1cc(C)nc(NC(=O)NS(=O)(=O)c2ccccc2Cl)n1. Starting materials: F[B-](F)(F)F.C[O+](C)C (Trimethyloxonium tetrafluoroborate), FC(C=1C=C(C=C(C1)C(F)(F)F)[C@@H](C)N(C(=O)N1[C@H](C[C@]2(CC(C(N2)=O)C(=O)OC)CC1)C1=C(C=C(C=C1)F)C)C)(F)F (methyl (5S,7R)-8-{[{(1R)-1-[3,5-bis(trifluoromethyl)phenyl]ethyl}(methyl)amino]carbonyl}-7-(4-fluoro-2-methylphenyl)-2-oxo-1,8-diazaspiro[4.5]decane-3-carboxylate), FC(C=1C=C(C=C(C1)C(F)(F)F)[C@@H](C)N(C(=O)N1[C@H](C[C@]2(CC(C(N2)=O)C(=O)OC)CC1)C1=C(C=C(C=C1)F)C)C)(F)F (methyl (5S,7R)-8-{[{(1R)-1-[3,5-bis(trifluoromethyl)phenyl]ethyl}(methyl)amino]carbonyl}-7-(4-fluoro-2-methylphenyl)-2-oxo-1,8-diazaspiro[4.5]decane-3-carboxylate). The solvent is ClCCl (Dichloromethane). The product is FC(C=1C=C(C=C(C1)C(F)(F)F)[C@@H](C)N(C(=O)N1[C@H](C[C@]2(CC(C(=N2)OC)C(=O)OC)CC1)C1=C(C=C(C=C1)F)C)C)(F)F (methyl(5S,7R)-8-{[{(1R)-1-[3,5-bis(trifluoromethyl)phenyl]ethyl}(methy)amino]carbonyl}-7-(4-fluoro-2-methylphenyl)-2-(methyloxy)-1,8-diazaspiro[4.5]dec-1-ene-3-carboxylate). As a reaction SMILES: F[B-](F)(F)F.C[O+:7]([CH3:9])[CH3:8].[F:10][C:11]([F:52])([F:51])[C:12]1[CH:13]=[C:14]([C@H:22]([N:24]([CH3:50])[C:25]([N:27]2[CH2:41][CH2:40][C@:30]3([NH:34]C(=O)[CH:32]([C:36]([O:38][CH3:39])=[O:37])[CH2:31]3)[CH2:29][C@@H:28]2[C:42]2[CH:47]=[CH:46][C:45]([F:48])=[CH:44][C:43]=2[CH3:49])=[O:26])[CH3:23])[CH:15]=[C:16]([C:18]([F:21])([F:20])[F:19])[CH:17]=1>ClCCl>[F:52][C:11]([F:10])([F:51])[C:12]1[CH:13]=[C:14]([C@H:22]([N:24]([CH3:50])[C:25]([N:27]2[CH2:41][CH2:40][C@:30]3([N:34]=[C:8]([O:7][CH3:9])[CH:32]([C:36]([O:38][CH3:39])=[O:37])[CH2:31]3)[CH2:29][C@@H:28]2[C:42]2[CH:47]=[CH:46][C:45]([F:48])=[CH:44][C:43]=2[CH3:49])=[O:26])[CH3:23])[CH:15]=[C:16]([C:18]([F:19])([F:21])[F:20])[CH:17]=1 |f:0.1|. Reported procedure: A solution of Trimethyloxonium tetrafluoroborate (10.35 mg, 0.070 mmol) and methyl (5S,7R)-8-{[{(1R)-1-[3,5-bis(trifluoromethyl)phenyl]ethyl}(methyl)amino]carbonyl}-7-(4-fluoro-2-methylphenyl)-2-oxo-1,8-diazaspiro[4.5]decane-3-carboxylate (Intermediate 35, 36 mg) in Dichloromethane (DCM) (2 ml) was stirred at rt for 2 hrs. The mixture was washed with NaHCO3 saturated solution and the aqueous layer was extracted with DCM. The organic layers were combined, filtered through a phase separator tube a... The reactants are ClCC1=CC=C(O1)C(=O)OC (methyl 5-chloromethyl-2-furoate). Reagents/catalysts: [Pd] (palladium on charcoal). The solvent is C(C)(=O)OCC (ethyl acetate). Yields the product CC1=CC=C(O1)C(=O)OC (Methyl 5-methyl-2-furoate). The yield is 94.0%. RXN SMILES: Cl[CH2:2][C:3]1[O:7][C:6]([C:8]([O:10][CH3:11])=[O:9])=[CH:5][CH:4]=1>C(OCC)(=O)C.[Pd]>[CH3:2][C:3]1[O:7][C:6]([C:8]([O:10][CH3:11])=[O:9])=[CH:5][CH:4]=1. Procedure details: A solution of methyl 5-chloromethyl-2-furoate (5.0g, 28.7mmol) in ethyl acetate (40ml) was hydrogenated over 10% palladium on charcoal (50mg) for 3h. The catalyst was filtered off and washed with ethyl acetate. The combined filtrates were concentrated in vacuo and the residue purified by chromatography on silica gel eluting with 10% ethyl acetate in hexane to yield the title compound as a colourless oil (3.78g, 94%); vmax (CH2Cl2) 1725, 1534, 1522, 1437 and 1311cm-1 ; δH (CDCl3, 90MHz) 2.38 (3H,...